From a dataset of the Open Reaction Database (ORD), a public repository of structured organic reaction records. describe an organic reaction: reactants, conditions, products, and yield The reactants are COc1ccc(C)cc1C(CCO)c1ccccc1, CC(C)NC(C)C. Product: COc1ccc(C)cc1C(CCN(C(C)C)C(C)C)c1ccccc1. Reaction SMILES: [CH3:1][O:2][c:3]1[c:4]([CH:10]([CH2:11][CH2:12][OH:13])[c:14]2[cH:15][cH:16][cH:17][cH:18][cH:19]2)[cH:5][c:6]([CH3:9])[cH:7][cH:8]1.[CH:20]([CH3:21])([CH3:22])[NH:23][CH:24]([CH3:25])[CH3:26]>>[CH3:1][O:2][c:3]1[c:4]([CH:10]([CH2:11][CH2:12][N:23]([CH:20]([CH3:21])[CH3:22])[CH:24]([CH3:25])[CH3:26])[c:14]2[cH:15][cH:16][cH:17][cH:18][cH:19]2)[cH:5][c:6]([CH3:9])[cH:7][cH:8]1. The reactants are C(C)OC(C1=CC=CC=C1)=C1C(NC2=CC=CC=C12)=O (3-(1-ethoxy-1-phenyl-methylidene)-2-indolinone), CN(CCS(=O)(=O)N(C)C1=CC=C(N)C=C1)C (4-[N-(2-dimethylamino-ethylsulphonyl)-N-methyl-amino]-aniline). The product is CN(CCS(=O)(=O)N(C)C1=CC=C(C=C1)N\C(\C1=CC=CC=C1)=C\1/C(NC2=CC=CC=C12)=O)C ((Z)-3-{1-[4-(N-(2-dimethylamino-ethylsulphonyl)-N-methyl-amino)-phenylamino]-1-phenyl-methylidene}-2-indolinone). As a reaction SMILES: C(O[C:4](=[C:11]1[C:19]2[C:14](=[CH:15][CH:16]=[CH:17][CH:18]=2)[NH:13][C:12]1=[O:20])[C:5]1[CH:10]=[CH:9][CH:8]=[CH:7][CH:6]=1)C.[CH3:21][N:22]([CH3:37])[CH2:23][CH2:24][S:25]([N:28]([C:30]1[CH:36]=[CH:35][C:33]([NH2:34])=[CH:32][CH:31]=1)[CH3:29])(=[O:27])=[O:26]>>[CH3:21][N:22]([CH3:37])[CH2:23][CH2:24][S:25]([N:28]([C:30]1[CH:31]=[CH:32][C:33]([NH:34]/[C:4](=[C:11]2\[C:12](=[O:20])[NH:13][C:14]3[C:19]\2=[CH:18][CH:17]=[CH:16][CH:15]=3)/[C:5]2[CH:6]=[CH:7][CH:8]=[CH:9][CH:10]=2)=[CH:35][CH:36]=1)[CH3:29])(=[O:27])=[O:26]. Procedure: Prepared analogously to Example 39 from 3-(1-ethoxy-1-phenyl-methylidene)-2-indolinone and 4-[N-(2-dimethylamino-ethylsulphonyl)-N-methyl-amino]-aniline. The reactants are CCOC(CCl)OCC, COc1ccc(CCO)cc1OC, Cl, O. The product is COc1cc2c(cc1OC)C(CCl)OCC2. RXN SMILES: [CH2:14]([O:15][CH:17]([O:16][CH2:20][CH3:21])[CH2:18][Cl:19])[CH3:22].[CH3:1][O:2][c:3]1[cH:4][c:5]([CH2:6][CH2:7][OH:8])[cH:9][cH:10][c:11]1[O:12][CH3:13].[ClH:23].[OH2:24]>>[CH3:1][O:2][c:3]1[cH:4][c:5]2[c:9]([cH:10][c:11]1[O:12][CH3:13])[CH:17]([CH2:18][Cl:19])[O:8][CH2:7][CH2:6]2. Reactants: COc1ccc(OC2COc3ccc(O)cc3C2O)cc1, COc1ccnc(CCl)c1. The product is COc1ccc(OC2COc3ccc(OCc4cc(OC)ccn4)cc3C2O)cc1. Reaction SMILES: [CH3:1][O:2][c:3]1[cH:4][cH:5][c:6]([O:7][CH:8]2[CH2:9][O:10][c:11]3[cH:12][cH:13][c:14]([OH:19])[cH:15][c:16]3[CH:17]2[OH:18])[cH:20][cH:21]1.[CH3:22][O:23][c:24]1[cH:25][c:26]([CH2:30][Cl:31])[n:27][cH:28][cH:29]1>>[CH3:1][O:2][c:3]1[cH:4][cH:5][c:6]([O:7][CH:8]2[CH2:9][O:10][c:11]3[cH:12][cH:13][c:14]([O:19][CH2:30][c:26]4[cH:25][c:24]([O:23][CH3:22])[cH:29][cH:28][n:27]4)[cH:15][c:16]3[CH:17]2[OH:18])[cH:20][cH:21]1. Reactants: COc1ccccc1-c1nc2cc(Br)ccn2n1, CC(C)(C)OC(N)=O. The product is COc1ccccc1-c1nc2cc(NC(=O)OC(C)(C)C)ccn2n1. As a reaction SMILES: [Br:1][c:2]1[cH:3][c:4]2[n:5]([cH:6][cH:7]1)[n:8][c:9](-[c:11]1[c:12]([O:17][CH3:18])[cH:13][cH:14][cH:15][cH:16]1)[n:10]2.[C:19]([NH2:20])([O:21][C:22]([CH3:23])([CH3:24])[CH3:25])=[O:26]>>[c:2]1([NH:20][C:19]([O:21][C:22]([CH3:23])([CH3:24])[CH3:25])=[O:26])[cH:3][c:4]2[n:5]([cH:6][cH:7]1)[n:8][c:9](-[c:11]1[c:12]([O:17][CH3:18])[cH:13][cH:14][cH:15][cH:16]1)[n:10]2. Starting materials: BrC1=CC=C(C=N1)NC=1C=NC(=C(C1)F)OC ((6-bromo-pyridin-3-yl)-(5-fluoro-6-methoxy-pyridin-3-yl)-amine), COC(CC1CCC(CC1)C1=CC=C(C=C1)B1OC(C(O1)(C)C)(C)C)=O ({4-[4-(4,4,5,5-tetramethyl-[1,3,2]dioxaborolan-2-yl)-phenyl]-cyclohexyl}-acetic acid methyl ester), C([O-])([O-])=O.[Na+].[Na+] (sodium carbonate). Reagents/catalysts: C=1C=CC(=CC1)[P](C=2C=CC=CC2)(C=3C=CC=CC3)[Pd]([P](C=4C=CC=CC4)(C=5C=CC=CC5)C=6C=CC=CC6)([P](C=7C=CC=CC7)(C=8C=CC=CC8)C=9C=CC=CC9)[P](C=1C=CC=CC1)(C=1C=CC=CC1)C=1C=CC=CC1 (Pd(PPh3)4). Solvent: COCCOC (DME). Run at temperature 80 celsius. The product is COC(CC1CCC(CC1)C1=CC=C(C=C1)C1=NC=C(C=C1)NC=1C=NC(=C(C1)F)OC)=O ((4-{4-[5-(5-Fluoro-6-methoxy-pyridin-3-ylamino)-pyridin-2-yl]-phenyl}-cyclohexyl)-acetic acid methyl ester). As a reaction SMILES: Br[C:2]1[N:7]=[CH:6][C:5]([NH:8][C:9]2[CH:10]=[N:11][C:12]([O:16][CH3:17])=[C:13]([F:15])[CH:14]=2)=[CH:4][CH:3]=1.[CH3:18][O:19][C:20](=[O:43])[CH2:21][CH:22]1[CH2:27][CH2:26][CH:25]([C:28]2[CH:33]=[CH:32][C:31](B3OC(C)(C)C(C)(C)O3)=[CH:30][CH:29]=2)[CH2:24][CH2:23]1.C(=O)([O-])[O-].[Na+].[Na+]>C1C=CC([P]([Pd]([P](C2C=CC=CC=2)(C2C=CC=CC=2)C2C=CC=CC=2)([P](C2C=CC=CC=2)(C2C=CC=CC=2)C2C=CC=CC=2)[P](C2C=CC=CC=2)(C2C=CC=CC=2)C2C=CC=CC=2)(C2C=CC=CC=2)C2C=CC=CC=2)=CC=1.COCCOC>[CH3:18][O:19][C:20](=[O:43])[CH2:21][CH:22]1[CH2:23][CH2:24][CH:25]([C:28]2[CH:29]=[CH:30][C:31]([C:2]3[CH:3]=[CH:4][C:5]([NH:8][C:9]4[CH:10]=[N:11][C:12]([O:16][CH3:17])=[C:13]([F:15])[CH:14]=4)=[CH:6][N:7]=3)=[CH:32][CH:33]=2)[CH2:26][CH2:27]1 |f:2.3.4,^1:53,55,74,93|. Procedure details: To a solution of (6-bromo-pyridin-3-yl)-(5-fluoro-6-methoxy-pyridin-3-yl)-amine (0.17 g, 0.6 mmol, 1.0 equiv) and {4-[4-(4,4,5,5-tetramethyl-[1,3,2]dioxaborolan-2-yl)-phenyl]-cyclohexyl}-acetic acid methyl ester (0.22 g, 0.6 mmol, 1.0 equiv) in 15 Ml DME was added 1 Ml saturated sodium carbonate solution followed by 10 mg Pd(PPh3)4 catalyst. The reaction was then heated to 80° C. overnight. Removal of volatiles in vacuo followed by silica gel chromatography (20% EtOAc in hexanes) afforded the ti...